From a dataset of the Open Reaction Database (ORD), a public repository of structured organic reaction records. describe an organic reaction: reactants, conditions, products, and yield Starting materials: COC(C=CC1=C(C=CC(=C1)N)Cl)=O (3-(5-Amino-2-chloro-phenyl)-acrylic acid methyl ester), C12(CC3CC(CC(C1)C3)C2)CCC2=C(N=C(N2)C2CCCCC2)C(=O)O (5-(2-adamantan-1-yl-ethyl)-2-cyclohexyl-1H-imidazole-4-carboxylic acid), methyl ester. Product: C12(CC3CC(CC(C1)C3)C2)CCC2=C(N=C(N2)C2CCCCC2)C(=O)NC=2C=CC(=C(C2)C=CC(=O)O)Cl (3-(5-{[5-(2-Adamantan-1-yl-ethyl)-2-cyclohexyl-1H-imidazole-4-carbonyl]-amino}-2-chloro-phenyl)-acrylic Acid). Reaction SMILES: C[O:2][C:3](=[O:14])[CH:4]=[CH:5][C:6]1[CH:11]=[C:10]([NH2:12])[CH:9]=[CH:8][C:7]=1[Cl:13].[C:15]12([CH2:25][CH2:26][C:27]3[NH:31][C:30]([CH:32]4[CH2:37][CH2:36][CH2:35][CH2:34][CH2:33]4)=[N:29][C:28]=3[C:38](O)=[O:39])[CH2:24][CH:19]3[CH2:20][CH:21]([CH2:23][CH:17]([CH2:18]3)[CH2:16]1)[CH2:22]2>>[C:15]12([CH2:25][CH2:26][C:27]3[NH:31][C:30]([CH:32]4[CH2:33][CH2:34][CH2:35][CH2:36][CH2:37]4)=[N:29][C:28]=3[C:38]([NH:12][C:10]3[CH:9]=[CH:8][C:7]([Cl:13])=[C:6]([CH:5]=[CH:4][C:3]([OH:2])=[O:14])[CH:11]=3)=[O:39])[CH2:24][CH:19]3[CH2:20][CH:21]([CH2:23][CH:17]([CH2:18]3)[CH2:16]1)[CH2:22]2. Reported procedure: 3-(5-Amino-2-chloro-phenyl)-acrylic acid methyl ester (prepared in two steps from 2-chloro-5-nitro-benzaldehyde) was reacted with 5-(2-adamantan-1-yl-ethyl)-2-cyclohexyl-1H-imidazole-4-carboxylic acid (Example 252) according to the procedure of Example 20, step d. The methyl ester was hydrolysed using the same procedure as in Example 36, step d to afford the title compound. 1H NMR (300 MHz, d6-DMSO) 10.80 (1H, br s), 8.25 (1H, d), 7.96 (1H, d), 7.87 (1H, d), 7.55 (1H, d), 6.44 (1H, d), 2.94 (3H,... Reactants: C(CCC)[Li] (n-butyllithium), O1C(CCCC1)O[C@H]1C(=O)O[C@@H]([C@H]([C@@H]1OC1OCCCC1)OC1OCCCC1)COC1OCCCC1 (2,3,4,6-tetra-O-(tetrahydropyranyl)-D-glucono-1,5-lactone), CP(OC)(OC)=O (dimethyl methylphosphonate). Solvent: CCCCCC (n-hexane), C(C)OCC (ethyl ether), C(C)OCC (ethyl ether). Conditions: temperature 0 celsius, time 30 minute. Yields the product O1C(CCCC1)O[C@H]1C(CP(=O)(OC)OC)(O)O[C@@H]([C@H]([C@@H]1OC1OCCCC1)OC1OCCCC1)COC1OCCCC1 (3,4,5,7-tetra-O-(tetrahydropyranyl)-1-deoxy-1-(dimethoxyphosphoryl)-D-gluco-2-heptulopyranose). RXN SMILES: [CH3:1][P:2](=[O:7])([O:5][CH3:6])[O:3][CH3:4].C([Li])CCC.[O:13]1[CH2:18][CH2:17][CH2:16][CH2:15][CH:14]1[O:19][C@@H:20]1[C@@H:26]([O:27][CH:28]2[CH2:33][CH2:32][CH2:31][CH2:30][O:29]2)[C@H:25]([O:34][CH:35]2[CH2:40][CH2:39][CH2:38][CH2:37][O:36]2)[C@@H:24]([CH2:41][O:42][CH:43]2[CH2:48][CH2:47][CH2:46][CH2:45][O:44]2)[O:23][C:21]1=[O:22]>C(OCC)C.CCCCCC>[O:13]1[CH2:18][CH2:17][CH2:16][CH2:15][CH:14]1[O:19][C@@H:20]1[C@@H:26]([O:27][CH:28]2[CH2:33][CH2:32][CH2:31][CH2:30][O:29]2)[C@H:25]([O:34][CH:35]2[CH2:40][CH2:39][CH2:38][CH2:37][O:36]2)[C@@H:24]([CH2:41][O:42][CH:43]2[CH2:48][CH2:47][CH2:46][CH2:45][O:44]2)[O:23][C:21]1([OH:22])[CH2:1][P:2]([O:5][CH3:6])([O:3][CH3:4])=[O:7]. Procedure details: To a solution of dimethyl methylphosphonate (15.3 ml) in ethyl ether (300 ml) was added dropwise with cooling (-70° to -78° C.) in a stream of argon a solution of n-butyllithium in n-hexane (1.6M solution, 84 ml), and the mixture was stirred for 30 minutes. To the solution was added dropwise with cooling at the same temperature a solution of 2,3,4,6-tetra-O-(tetrahydropyranyl)-D-glucono-1,5-lactone (23.1 g) in ethyl ether (80 ml). The mixture was stirred for one hour, then the cooling bath was r... Reactants: [BH4-], ClCCl, CCCC[N+](CCCC)(CCCC)CCCC, CCN1CCN(C(=O)NC(C(=O)NC2C(=O)N3C(C(=O)OCc4ccc5ccccc5c4)C(C)C(=O)C23)c2ccccc2)C(=O)C1=O, CCOC(C)=O. RXN SMILES: [BH4-:51].[CH2:48]([Cl:49])[Cl:50].[CH2:52]([N+:53]([CH2:54][CH2:55][CH2:56][CH3:57])([CH2:58][CH2:59][CH2:60][CH3:61])[CH2:62][CH2:63][CH2:64][CH3:65])[CH2:66][CH2:67][CH3:68].[CH3:1][CH:2]1[C:3](=[O:47])[CH:4]2[N:5]([CH:6]1[C:7](=[O:8])[O:9][CH2:10][c:11]1[cH:12][c:13]3[cH:14][cH:15][cH:16][cH:17][c:18]3[cH:19][cH:20]1)[C:21](=[O:46])[CH:22]2[NH:23][C:24]([CH:25]([NH:26][C:27](=[O:28])[N:29]1[C:30](=[O:38])[C:31](=[O:37])[N:32]([CH2:35][CH3:36])[CH2:33][CH2:34]1)[c:39]1[cH:40][cH:41][cH:42][cH:43][cH:44]1)=[O:45].[CH3:69][CH2:70][O:71][C:72](=[O:73])[CH3:74]>>[CH3:1][CH:2]1[CH:3]([OH:47])[CH:4]2[N:5]([CH:6]1[C:7](=[O:8])[O:9][CH2:10][c:11]1[cH:12][c:13]3[cH:14][cH:15][cH:16][cH:17][c:18]3[cH:19][cH:20]1)[C:21](=[O:46])[CH:22]2[NH:23][C:24]([CH:25]([NH:26][C:27](=[O:28])[N:29]1[C:30](=[O:38])[C:31](=[O:37])[N:32]([CH2:35][CH3:36])[CH2:33][CH2:34]1)[c:39]1[cH:40][cH:41][cH:42][cH:43][cH:44]1)=[O:45]. Product: CCN1CCN(C(=O)NC(C(=O)NC2C(=O)N3C(C(=O)OCc4ccc5ccccc5c4)C(C)C(O)C23)c2ccccc2)C(=O)C1=O. Reactants: NC1(CN(CC1)C1=NC=NC(=C1Br)N)CNC(C1=C(C=C(C=C1)F)F)=O (N-{[3-amino-1-(6-amino-5-bromopyrimidin-4-yl)pyrrolidin-3-yl]methyl}-2,4-difluorobenzamide), FC1=CC=C(C=C1)B(O)O (4-fluorophenylboronic acid), C1(CCCCC1)P(C1=C(C=CC=C1)C1=C(C=CC=C1OC)OC)C1CCCCC1 (dicyclohexyl(2′,6′-dimethoxybiphenyl-2-yl)phosphine), C([O-])([O-])=O.[Cs+].[Cs+] (cesium carbonate). The reagents and catalysts are C(C)(=O)[O-].[Pd+2].C(C)(=O)[O-] (palladium acetate). Solvent: O1CCOCC1 (dioxane), O (water). Reaction conditions: temperature 100 celsius. The product is NC1(CN(CC1)C1=NC=NC(=C1C1=CC=C(C=C1)F)N)CNC(C1=C(C=C(C=C1)F)F)=O (N-{3-Amino-1-[6-amino-5-(4-fluoro-phenyl)-pyrimidin-4-yl]-pyrrolidin-3-ylmethyl}-2,4-difluoro-benzamide). Isolated yield 61.0%. As a reaction SMILES: [NH2:1][C:2]1([CH2:15][NH:16][C:17](=[O:26])[C:18]2[CH:23]=[CH:22][C:21]([F:24])=[CH:20][C:19]=2[F:25])[CH2:6][CH2:5][N:4]([C:7]2[C:12](Br)=[C:11]([NH2:14])[N:10]=[CH:9][N:8]=2)[CH2:3]1.[F:27][C:28]1[CH:33]=[CH:32][C:31](B(O)O)=[CH:30][CH:29]=1.C1(P(C2CCCCC2)C2C=CC=CC=2C2C(OC)=CC=CC=2OC)CCCCC1.C(=O)([O-])[O-].[Cs+].[Cs+]>O1CCOCC1.O.C([O-])(=O)C.[Pd+2].C([O-])(=O)C>[NH2:1][C:2]1([CH2:15][NH:16][C:17](=[O:26])[C:18]2[CH:23]=[CH:22][C:21]([F:24])=[CH:20][C:19]=2[F:25])[CH2:6][CH2:5][N:4]([C:7]2[C:12]([C:31]3[CH:32]=[CH:33][C:28]([F:27])=[CH:29][CH:30]=3)=[C:11]([NH2:14])[N:10]=[CH:9][N:8]=2)[CH2:3]1 |f:3.4.5,8.9.10|. Procedure details: A mixture of N-{[3-amino-1-(6-amino-5-bromopyrimidin-4-yl)pyrrolidin-3-yl]methyl}-2,4-difluorobenzamide (70.0 mg; 0.16 mmol; 1.0 eq.), 4-fluorophenylboronic acid (45.8 mg; 0.33 mmol; 2.0 eq.), palladium acetate (1.8 mg; 0.01 mmol; 0.05 eq.), dicyclohexyl(2′,6′-dimethoxybiphenyl-2-yl)phosphine (6.7 mg; 0.02 mmol; 0.10 eq.) and cesium carbonate (160.1 mg; 0.49 mmol; 3.0 eq.) in dioxane (4 ml) and water (0.5 ml) in the microwave vial was heated at 100° C. for 30 min. The reaction mixture was workup... Reactants: FC1=C2C(=C(C(=NC2=CC(=C1)F)N1CCNCC1)C)NC=1C=NC=C(C1)N1CCOCC1 (5,7-difluoro-3-methyl-N-(5-morpholinopyridin-3-yl)-2-(piperazin-1-yl)quinolin-4-amine), FC(CC=O)(F)F (3,3,3-trifluoropropanal). Yields the product FC1=C2C(=C(C(=NC2=CC(=C1)F)N1CCN(CC1)CCC(F)(F)F)C)NC=1C=NC=C(C1)N1CCOCC1 (5,7-difluoro-3-methyl-N-(5-morpholinopyridin-3-yl)-2-(4-(3,3,3-trifluoropropyl)piperazin-1-yl)quinolin-4-amine). RXN SMILES: [F:1][C:2]1[CH:11]=[C:10]([F:12])[CH:9]=[C:8]2[C:3]=1[C:4]([NH:20][C:21]1[CH:22]=[N:23][CH:24]=[C:25]([N:27]3[CH2:32][CH2:31][O:30][CH2:29][CH2:28]3)[CH:26]=1)=[C:5]([CH3:19])[C:6]([N:13]1[CH2:18][CH2:17][NH:16][CH2:15][CH2:14]1)=[N:7]2.[F:33][C:34]([F:39])([F:38])[CH2:35][CH:36]=O>>[F:1][C:2]1[CH:11]=[C:10]([F:12])[CH:9]=[C:8]2[C:3]=1[C:4]([NH:20][C:21]1[CH:22]=[N:23][CH:24]=[C:25]([N:27]3[CH2:32][CH2:31][O:30][CH2:29][CH2:28]3)[CH:26]=1)=[C:5]([CH3:19])[C:6]([N:13]1[CH2:14][CH2:15][N:16]([CH2:36][CH2:35][C:34]([F:39])([F:38])[F:33])[CH2:17][CH2:18]1)=[N:7]2. Procedure: Prepared according to Procedure L using 5,7-difluoro-3-methyl-N-(5-morpholinopyridin-3-yl)-2-(piperazin-1-yl)quinolin-4-amine (25.0 mg, 0.056 mmol) and 3,3,3-trifluoropropanal to give 5,7-difluoro-3-methyl-N-(5-morpholinopyridin-3-yl)-2-(4-(3,3,3-trifluoropropyl)piperazin-1-yl)quinolin-4-amine. 1H NMR (DMSO-d6) δ ppm 2.07 (br s, 3H), 2.50 (m(buried), 2H), 2.60 (br s, 6H), 3.04 (br s, 4H), 3.29-3.31 (m, 4H), 3.69 (br s, 4H), 6.49 (s, 1H), 7.10-7.16 (m, 1H), 7.26-7.28 (m, 1H), 7.51 (s, 1H), 7.77 (... Reactants: C=1(C(O)=CC=CC1)OC (guaiacol), Intermediate 8, C(C=C)OCC=C (allyl ether), C([O-])([O-])=O.[K+].[K+] (potassium carbonate), C(C1=CC=CC=C1)Br (benzyl bromide), C1(=CC=CC=C1)O (phenol), C(C=C)Br (allyl bromide), C([O-])([O-])=O.[K+].[K+] (potassium carbonate), C(C=C)C1=C(C(=CC=C1)OC)O (2-allyl-6-methoxyphenol). Reagents/catalysts: [I-].C(CCC)[N+](CCCC)(CCCC)CCCC (tetrabutylammonium iodide). The solvent is C(C)(C)(C)O (tert-butyl alcohol), C1(=CC(=CC(=C1)C)C)C (mesitylene). The product is C(C=C)C1=C(C(=CC=C1)OC)OCC1=CC=CC=C1 (1-allyl-2-(benzyloxy)-3-methoxybenzene). The yield is 45.0%. Reaction SMILES: C1(OC)C(=CC=CC=1)O.C(Br)C=C.C(=O)([O-])[O-].[K+].[K+].C(OCC=C)C=C.[CH2:27]([C:30]1[CH:35]=[CH:34][CH:33]=[C:32]([O:36][CH3:37])[C:31]=1[OH:38])[CH:28]=[CH2:29].C1(O)C=CC=CC=1.[CH2:46](Br)[C:47]1[CH:52]=[CH:51][CH:50]=[CH:49][CH:48]=1>C1(C)C=C(C)C=C(C)C=1.[I-].C([N+](CCCC)(CCCC)CCCC)CCC.C(O)(C)(C)C>[CH2:27]([C:30]1[CH:35]=[CH:34][CH:33]=[C:32]([O:36][CH3:37])[C:31]=1[O:38][CH2:46][C:47]1[CH:52]=[CH:51][CH:50]=[CH:49][CH:48]=1)[CH:28]=[CH2:29] |f:2.3.4,10.11|. Procedure details: Treatment of guaiacol (25.00 g, 0.201 mol) with allyl bromide (29.24 g, 0.242 mol) and potassium carbonate (83.50 g, 0.604 mol) followed by refluxing the resultant allyl ether in mesitylene generally according to the procedure described for Intermediate 8 afforded 2-allyl-6-methoxyphenol as a brown oil. Treatment of the phenol with potassium carbonate (83.5 g, 0.604 mol), benzyl bromide (36.19 g, 0.212 mol), and tetrabutylammonium iodide (7.42 g, 0.020 mol) generally according to the procedure d... Reaction SMILES: [C:1]([CH3:2])([CH3:3])([CH3:4])[O:5][C:6](=[O:7])[NH:8][CH2:9][CH2:10][C:11](=[O:12])[OH:13].[CH3:15][N:16]([CH3:17])[CH2:18][CH2:19][CH2:20][N:21]=[C:22]=[N:23][CH2:24][CH3:25].[CH:37]([N:38]([CH2:39][CH3:40])[CH:41]([CH3:42])[CH3:43])([CH3:44])[CH3:45].[ClH:14].[F:46][C:47]([F:48])([F:49])[C:50]([OH:51])=[O:52].[NH2:53][CH:54]([CH2:55][CH:56]([CH3:57])[CH3:58])[C:59](=[O:60])[O:61][CH2:62][CH2:63][O:64][c:65]1[cH:66][cH:67][c:68](-[c:71]2[c:72]([C:98]#[N:99])[c:73]([S:84][CH2:85][c:86]3[n:87][c:88](-[c:91]4[cH:92][cH:93][c:94]([Cl:97])[cH:95][cH:96]4)[s:89][cH:90]3)[n:74][c:75]([N:79]3[CH2:80][CH2:81][CH2:82][CH2:83]3)[c:76]2[C:77]#[N:78])[cH:69][cH:70]1.[O:100]=[CH:101][N:102]([CH3:103])[CH3:104].[OH2:105].[OH2:26].[OH:27][n:28]1[c:29]2[cH:30][cH:31][cH:32][cH:33][c:34]2[n:35][n:36]1>>[C:1]([CH3:2])([CH3:3])([CH3:4])[O:5][C:6](=[O:7])[NH:8][CH2:9][CH2:10][C:11](=[O:13])[NH:53][CH:54]([CH2:55][CH:56]([CH3:57])[CH3:58])[C:59](=[O:60])[O:61][CH2:62][CH2:63][O:64][c:65]1[cH:66][cH:67][c:68](-[c:71]2[c:72]([C:98]#[N:99])[c:73]([S:84][CH2:85][c:86]3[n:87][c:88](-[c:91]4[cH:92][cH:93][c:94]([Cl:97])[cH:95][cH:96]4)[s:89][cH:90]3)[n:74][c:75]([N:79]3[CH2:80][CH2:81][CH2:82][CH2:83]3)[c:76]2[C:77]#[N:78])[cH:69][cH:70]1. Product: CC(C)CC(NC(=O)CCNC(=O)OC(C)(C)C)C(=O)OCCOc1ccc(-c2c(C#N)c(SCc3csc(-c4ccc(Cl)cc4)n3)nc(N3CCCC3)c2C#N)cc1. Starting materials: CC(C)(C)OC(=O)NCCC(=O)O, CCN=C=NCCCN(C)C, CCN(C(C)C)C(C)C, Cl, O=C(O)C(F)(F)F, CC(C)CC(N)C(=O)OCCOc1ccc(-c2c(C#N)c(SCc3csc(-c4ccc(Cl)cc4)n3)nc(N3CCCC3)c2C#N)cc1, CN(C)C=O, O, O, On1nnc2ccccc21.